From a dataset of the Open Reaction Database (ORD), a public repository of structured organic reaction records. describe an organic reaction: reactants, conditions, products, and yield Starting materials: 200, C(C)(=O)OC(C)=O (acetic acid anhydride), N1CCC(CC1)CC(=O)OCC (ethyl 4-piperidineacetate). The solvent is CC1=CC=CC=C1 (methylbenzene). The product is 92, C(C)(=O)N1CCC(CC1)CC(=O)OCC (ethyl 1-acetyl-4-piperidineacetate). Isolated yield 82.0%. RXN SMILES: [C:1](OC(=O)C)(=[O:3])[CH3:2].[NH:8]1[CH2:13][CH2:12][CH:11]([CH2:14][C:15]([O:17][CH2:18][CH3:19])=[O:16])[CH2:10][CH2:9]1>CC1C=CC=CC=1>[C:1]([N:8]1[CH2:13][CH2:12][CH:11]([CH2:14][C:15]([O:17][CH2:18][CH3:19])=[O:16])[CH2:10][CH2:9]1)(=[O:3])[CH3:2]. Reported procedure: A mixture of 200 parts of acetic acid anhydride, 90 parts of ethyl 4-piperidineacetate and 225 parts of methylbenzene is stirred and refluxed for 3 hours. The reaction mixture is evaporated and the residue is diluted with water. The product is extracted with methylbenzene. The extract is dried, filtered and evaporated, yielding 92 parts (82%) of ethyl 1-acetyl-4-piperidineacetate as a residue. Run in C(Cl)Cl (methylene chloride). The product is ClC1=CC=CC(=C1C(=O)OC1=CC=C(C=C1)[N+](=O)[O-])NC1=NC(=CC(=N1)OC)OC (4-nitrophenyl 6-chloro-2-(4,6-dimethoxypyrimidin-2-ylamino)benzoate). Reactants: ClC1=CC=CC(=C1C(=O)O)NC1=NC(=CC(=N1)OC)OC (6-chloro-2-(4,6-dimethoxypyrimidin-2-ylamino)benzoic acid), [N+](=O)([O-])C1=CC=C(C=C1)O (4-nitrophenol), C1(CCCCC1)N=C=NC1CCCCC1 (dicyclohexylcarbodiimide). Reaction SMILES: [Cl:1][C:2]1[C:7]([C:8]([OH:10])=[O:9])=[C:6]([NH:11][C:12]2[N:17]=[C:16]([O:18][CH3:19])[CH:15]=[C:14]([O:20][CH3:21])[N:13]=2)[CH:5]=[CH:4][CH:3]=1.[N+:22]([C:25]1[CH:30]=[CH:29][C:28](O)=[CH:27][CH:26]=1)([O-:24])=[O:23].C1(N=C=NC2CCCCC2)CCCCC1>C(Cl)Cl>[Cl:1][C:2]1[C:7]([C:8]([O:10][C:28]2[CH:29]=[CH:30][C:25]([N+:22]([O-:24])=[O:23])=[CH:26][CH:27]=2)=[O:9])=[C:6]([NH:11][C:12]2[N:13]=[C:14]([O:20][CH3:21])[CH:15]=[C:16]([O:18][CH3:19])[N:17]=2)[CH:5]=[CH:4][CH:3]=1. Procedure details: This compound is prepared in a manner analogous to that of Example 1, Step G, using equimolar amounts of 6-chloro-2-(4,6-dimethoxypyrimidin-2-ylamino)benzoic acid, 4-nitrophenol, and dicyclohexylcarbodiimide in methylene chloride to yield 4-nitrophenyl 6-chloro-2-(4,6-dimethoxypyrimidin-2-ylamino)benzoate. Starting materials: C(=O)(OCC)C(C)OC1=CC=C(C=C1)CC(C)=O (1-(4-(1-carboethoxy)ethoxyphenyl) propan-2-one), OC(CN)C1=CC(=C(C=C1)O)CO (2-hydroxy-2-(4-hydroxy-3-hydroxymethylphenyl) ethanamine). Product: C(=O)(OCC)C(C)OC1=CC=C(C=C1)CC(C)NCC(C1=CC(=C(C=C1)O)CO)O (N-[2-(4-(1-Carboethoxy)ethoxyphenyl)-1-methylethyl]-2-hydroxy-2-(4-hydroxy-3-hydroxymethylphenyl) ethanamine). Reaction SMILES: [C:1]([CH:6]([O:8][C:9]1[CH:14]=[CH:13][C:12]([CH2:15][C:16](=O)[CH3:17])=[CH:11][CH:10]=1)[CH3:7])([O:3][CH2:4][CH3:5])=[O:2].[OH:19][CH:20]([C:23]1[CH:28]=[CH:27][C:26]([OH:29])=[C:25]([CH2:30][OH:31])[CH:24]=1)[CH2:21][NH2:22]>>[C:1]([CH:6]([O:8][C:9]1[CH:14]=[CH:13][C:12]([CH2:15][CH:16]([NH:22][CH2:21][CH:20]([OH:19])[C:23]2[CH:28]=[CH:27][C:26]([OH:29])=[C:25]([CH2:30][OH:31])[CH:24]=2)[CH3:17])=[CH:11][CH:10]=1)[CH3:7])([O:3][CH2:4][CH3:5])=[O:2]. Procedure details: The compound was prepared as in Example 1 from 1-(4-(1-carboethoxy)ethoxyphenyl) propan-2-one (1.22 g) and 2-hydroxy-2-(4-hydroxy-3-hydroxymethylphenyl) ethanamine (0.95 g), and crystallised from benzene m.p. 53°-55° as a 53:47 mixture of diastereoisomers. The reactants are C(C)OCC (Ethyl ether), C(C)(C)(C)OC(NC1=CC=C(C=C1)OCC1=CC(=NC2=CC=CC=C12)C)=O ([4-(2-methyl-quinolin-4-ylmethoxy)-phenyl]-carbamic acid tert-butyl ester), Cl (HCl). Reaction conditions: time 3 hour. RXN SMILES: C(OC(=O)[NH:7][C:8]1[CH:13]=[CH:12][C:11]([O:14][CH2:15][C:16]2[C:25]3[C:20](=[CH:21][CH:22]=[CH:23][CH:24]=3)[N:19]=[C:18]([CH3:26])[CH:17]=2)=[CH:10][CH:9]=1)(C)(C)C.[ClH:28].C(OCC)C>C(OCC)(=O)C.O1CCOCC1>[ClH:28].[CH3:26][C:18]1[CH:17]=[C:16]([CH2:15][O:14][C:11]2[CH:10]=[CH:9][C:8]([NH2:7])=[CH:13][CH:12]=2)[C:25]2[C:20](=[CH:21][CH:22]=[CH:23][CH:24]=2)[N:19]=1 |f:5.6|. The solvent is C(C)(=O)OCC (ethyl acetate), O1CCOCC1 (dioxane). Product: Cl.CC1=NC2=CC=CC=C2C(=C1)COC1=CC=C(C=C1)N (4-(2-methyl-quinolin-4-ylmethoxy)-phenylamine hydrochloride). Procedure: To a solution of [4-(2-methyl-quinolin-4-ylmethoxy)-phenyl]-carbamic acid tert-butyl ester (1.5 g, 4.1 mmol) in ethyl acetate (5 mL) was added 4 N HCl in dioxane (20 mL) and the mixture was stirred at room temperature for 3 h. Ethyl ether was then added and the precipitate was filtered and washed with ethyl ether to provide 1.3 g of the desired free amine as an HCl salt, which was used in the following reaction without further purification. MS (ESI): 265.0 (M+H+). Yields the product O=S(=O)(c1cccc(CCCCOCCCCCCNCC(O)c2ccc(O)c(F)c2)c1)C1CCCC1. As a reaction SMILES: [C:51]([OH:52])(=[O:53])[CH3:54].[CH3:45][CH2:46][O:47][C:48]([CH3:49])=[O:50].[CH:1]1([S:6](=[O:7])(=[O:8])[c:9]2[cH:10][c:11]([CH2:15][CH2:16][CH2:17][CH2:18][O:19][CH2:20][CH2:21][CH2:22][CH2:23][CH2:24][CH2:25][NH:26][CH2:27][CH:28]([OH:29])[c:30]3[cH:31][c:32]([F:44])[c:33]([O:36][CH2:37][c:38]4[cH:39][cH:40][cH:41][cH:42][cH:43]4)[cH:34][cH:35]3)[cH:12][cH:13][cH:14]2)[CH2:2][CH2:3][CH2:4][CH2:5]1>>[CH:1]1([S:6](=[O:7])(=[O:8])[c:9]2[cH:10][c:11]([CH2:15][CH2:16][CH2:17][CH2:18][O:19][CH2:20][CH2:21][CH2:22][CH2:23][CH2:24][CH2:25][NH:26][CH2:27][CH:28]([OH:29])[c:30]3[cH:31][c:32]([F:44])[c:33]([OH:36])[cH:34][cH:35]3)[cH:12][cH:13][cH:14]2)[CH2:2][CH2:3][CH2:4][CH2:5]1. Starting materials: CC(=O)O, CCOC(C)=O, O=S(=O)(c1cccc(CCCCOCCCCCCNCC(O)c2ccc(OCc3ccccc3)c(F)c2)c1)C1CCCC1. Reactants: [Al+3], CO, CCOC(C)=O, Oc1ccc(F)cc1, N#Cc1ccc(Oc2ccc(F)cc2)s1, [H-], [H-], [H-], [H-], [Li+], C1CCOC1, O. The product is NCc1ccc(Oc2ccc(F)cc2)s1. Reaction SMILES: [Al+3:25].[CH3:36][OH:37].[CH3:38][CH2:39][O:40][C:41](=[O:42])[CH3:43].[F:16][c:17]1[cH:18][cH:19][c:20]([OH:21])[cH:22][cH:23]1.[F:1][c:2]1[cH:3][cH:4][c:5]([O:6][c:7]2[cH:8][cH:9][c:10]([C:12]#[N:13])[s:11]2)[cH:14][cH:15]1.[H-:24].[H-:27].[H-:28].[H-:29].[Li+:26].[O:31]1[CH2:32][CH2:33][CH2:34][CH2:35]1.[OH2:30]>>[F:1][c:2]1[cH:3][cH:4][c:5]([O:6][c:7]2[cH:8][cH:9][c:10]([CH2:12][NH2:13])[s:11]2)[cH:14][cH:15]1.